From a dataset of the Open Reaction Database (ORD), a public repository of structured organic reaction records. describe an organic reaction: reactants, conditions, products, and yield The reactants are ClC=1C=CC=2C(N1)=NO[N+]2[O-] (5-chloro[1,2,5]oxadiazolo[3,4-b]pyridine 1-oxide), C1(=CC=CC=C1)P(C1=CC=CC=C1)C1=CC=CC=C1 (triphenylphosphine). Solvent: ClCCl (dichloromethane). Reaction conditions: temperature 35 celsius, time 24 hour. The product is ClC=1C=CC=2C(N1)=NON2 (5-chloro[1,2,5]oxadiazolo[3,4-b]pyridine). Reaction SMILES: [Cl:1][C:2]1[CH:3]=[CH:4][C:5]2[C:6](=[N:8][O:9][N+:10]=2[O-])[N:7]=1.C1(P(C2C=CC=CC=2)C2C=CC=CC=2)C=CC=CC=1>ClCCl>[Cl:1][C:2]1[CH:3]=[CH:4][C:5]2[C:6](=[N:8][O:9][N:10]=2)[N:7]=1. Procedure: In a dry flask, 5-chloro[1,2,5]oxadiazolo[3,4-b]pyridine 1-oxide (200 mg, 1.166 mmol) and triphenylphosphine (459 mg, 1.749 mmol) were taken-up in dichloromethane (11.7 ml) under argon. The mixture was stirred at 35° C. for 24 hours. The reaction was quenched with 1.0 M aqueous sodium hydroxide and extracted three times with ethyl acetate. All organic fractions were combined, dried over anhydrous magnesium sulfate, and concentrated. The crude product was purified by reverse-phase HPLC (20-100% a... The reactants are NC1=CC=CC=C1 (aniline), ClS(=O)(=O)C1=CC=C(C(=O)OC)C=C1 (methyl 4-(chlorosulfonyl)benzoate), ClCC1=CC=C(C=C1)OC (1-(chloromethyl)-4-methoxybenzene). Product: COC1=CC=C(CN(S(=O)(=O)C2=CC=C(C(=O)O)C=C2)C2=CC=CC=C2)C=C1 (4-(N-(4-methoxybenzyl)-N-phenylsulfamoyl)benzoic acid). RXN SMILES: [NH2:1][C:2]1[CH:7]=[CH:6][CH:5]=[CH:4][CH:3]=1.Cl[S:9]([C:12]1[CH:21]=[CH:20][C:15]([C:16]([O:18]C)=[O:17])=[CH:14][CH:13]=1)(=[O:11])=[O:10].Cl[CH2:23][C:24]1[CH:29]=[CH:28][C:27]([O:30][CH3:31])=[CH:26][CH:25]=1>>[CH3:31][O:30][C:27]1[CH:28]=[CH:29][C:24]([CH2:23][N:1]([C:2]2[CH:7]=[CH:6][CH:5]=[CH:4][CH:3]=2)[S:9]([C:12]2[CH:21]=[CH:20][C:15]([C:16]([OH:18])=[O:17])=[CH:14][CH:13]=2)(=[O:11])=[O:10])=[CH:25][CH:26]=1. Reported procedure: Prepared as in example 5-10 from aniline, methyl 4-(chlorosulfonyl)benzoate (Example 5-10c) and 1-(chloromethyl)-4-methoxybenzene. MS (M−H, 396.1); 1H NMR (400 MHz, DMSO-d6): δ, ppm: 3.66 (s, 3H), 4.73 (s, 2H), 6.78 (d, J=8.4 Hz, 2H), 7.00 (d, J=7.6 Hz, 2H), 7.12 (d, J=8.0 Hz, 2H), 7.24 (d, J=8.0 Hz, 2H), 8.11 (d, J=8.4 Hz, 2H), 13.49 (s, 1H).